describe an organic reaction: reactants, conditions, products, and yield From a dataset of the Open Reaction Database (ORD), a public repository of structured organic reaction records. Reaction SMILES: [F:1][C:2]1[CH:3]=[C:4]([CH:19]=[CH:20][CH:21]=1)[CH2:5][O:6][C:7]1[CH:12]=[CH:11][C:10]([C:13]#[C:14][Si](C)(C)C)=[CH:9][CH:8]=1.C(=O)([O-])[O-].[K+].[K+]>CO>[F:1][C:2]1[CH:3]=[C:4]([CH:19]=[CH:20][CH:21]=1)[CH2:5][O:6][C:7]1[CH:12]=[CH:11][C:10]([C:13]#[CH:14])=[CH:9][CH:8]=1 |f:1.2.3|. Reaction conditions: time 3 hour. Procedure details: A solution of 2.06 g (6.9 mmol) of [4-(3-fluoro-benzyloxy)-phenylethynyl]-trimethyl-silane in 35 ml methanol is treated with 95 mg (0.69 mmol) of solid potassium carbonate. The mixture is stirred at RT for 3 h, concentrated and treated with saturated aqueous sodium hydrogencarbonate. The compound is extracted three times with dichloromethane, dried over magnesium sulfate and concentrated to yield 1.53 g (98%) of a slightly brown oil. MS (neg.ions): m/e=225.4 (M−H). The reactants are FC=1C=C(COC2=CC=C(C=C2)C#C[Si](C)(C)C)C=CC1 ([4-(3-fluoro-benzyloxy)-phenylethynyl]-trimethyl-silane), solid, C([O-])([O-])=O.[K+].[K+] (potassium carbonate). Yields the product FC=1C=C(COC2=CC=C(C=C2)C#C)C=CC1 (1-(3-Fluoro-benzyloxy)-4-ethynyl-benzene). The solvent is CO (methanol).